From a dataset of the Open Reaction Database (ORD), a public repository of structured organic reaction records. describe an organic reaction: reactants, conditions, products, and yield Procedure details: The starting material 1-(2-aminoethyl)-2,2,6,6-tetramethylpiperidine was prepared in a route similar to that of Example A39 from 2,2,6,6-tetramethylpiperidine and glycolonitrile. Product: NCCN1C(CCCC1(C)C)(C)C (1-(2-aminoethyl)-2,2,6,6-tetramethylpiperidine). The reactants are CC1(NC(CCC1)(C)C)C (2,2,6,6-tetramethylpiperidine), C(CO)#N (glycolonitrile). Reaction SMILES: [CH3:1][C:2]1([CH3:10])[CH2:7][CH2:6][CH2:5][C:4]([CH3:9])([CH3:8])[NH:3]1.[C:11](#[N:14])[CH2:12]O>>[NH2:14][CH2:11][CH2:12][N:3]1[C:4]([CH3:9])([CH3:8])[CH2:5][CH2:6][CH2:7][C:2]1([CH3:10])[CH3:1]. Starting materials: FC(OC=1C=CC(=NC1)C(=O)OC)F (methyl 5-(difluoromethoxy)picolinate), [OH-].[Li+] (lithium hydroxide). The solvent is C1CCOC1 (THF), O (water). Conditions: time 3 hour. Product: FC(OC=1C=CC(=NC1)C(=O)O)F (5-(difluoromethoxy)picolinic acid). The yield is 90.0%. As a reaction SMILES: [F:1][CH:2]([F:14])[O:3][C:4]1[CH:5]=[CH:6][C:7]([C:10]([O:12]C)=[O:11])=[N:8][CH:9]=1.[OH-].[Li+]>C1COCC1.O>[F:14][CH:2]([F:1])[O:3][C:4]1[CH:5]=[CH:6][C:7]([C:10]([OH:12])=[O:11])=[N:8][CH:9]=1 |f:1.2|. Reported procedure: To a solution of methyl 5-(difluoromethoxy)picolinate from step K2 (730 mg, 3.59 mmol) in THF (8 mL), was added a solution of lithium hydroxide (430 mg, 18.0 mmol) in water (5 mL). The mixture was stirred at rt for 3 h, then concentrated in vacuo. After the addition of 10 mL of 1 N HCl, 150 mL of EtOAc was added. The resulting mixture was washed with water. The organic layer was dried over sodium sulfate, filtered, and concentrated in vacuo to afford 5-(difluoromethoxy)picolinic acid (610 mg, 3.... Reactants: [N+](=O)([O-])C1=CC=C(C=C1)SCCN1N=CN=C1 (1-[2-[(4-nitrophenyl)sulfanyl]ethyl]-1,2,4-triazole), [Cl-].[Ca+2].[Cl-] (calcium chloride), reduced iron. Solvent: C(C)O (ethanol). Product: N1(N=CN=C1)CCSC1=CC=C(C=C1)N (4-[[2-(1,2,4-triazol-1-yl)ethyl]sulfanyl]phenylamine). Isolated yield 83.0%. As a reaction SMILES: [N+:1]([C:4]1[CH:9]=[CH:8][C:7]([S:10][CH2:11][CH2:12][N:13]2[CH:17]=[N:16][CH:15]=[N:14]2)=[CH:6][CH:5]=1)([O-])=O.[Cl-].[Ca+2].[Cl-]>C(O)C>[N:13]1([CH2:12][CH2:11][S:10][C:7]2[CH:8]=[CH:9][C:4]([NH2:1])=[CH:5][CH:6]=2)[CH:17]=[N:16][CH:15]=[N:14]1 |f:1.2.3|. Procedure: To 1-[2-[(4-nitrophenyl)sulfanyl]ethyl]-1,2,4-triazole (1.3 g) was added 85% ethanol solution (38 ml), calcium chloride (0.28 g) and reduced iron (1.4 g) were added to the mixture, and the mixture was heated to reflux for 3 hours. After cooling to room temperature, the mixture was filtered with Celite, and washed with ethyl acetate. The solvent was removed under reduced pressure, and the obtained residue was added to water, and extracted with ethyl acetate. The organic layer was washed with satu... Starting materials: [OH-].[K+] (potassium hydroxide), C(=O)(OCC)C1C(CCC1)=O (2-carboethoxycyclopentanone), ice water, ClCC1=CC=C(C=C1)C(C(=O)OCC)C (ethyl 2-(p-chloromethylphenyl)propionate). The solvent is CN(C=O)C (dimethyl formamide). The product is C(C)OC(=O)C1(C(CCC1)=O)CC1=CC=C(C=C1)C(C(=O)OCC)C (Ethyl 2-[4-(1-Ethoxycarbonyl-2-oxocyclopentan-1-ylmethyl)phenyl]propionate). Yield: 60.7%. RXN SMILES: [OH-].[K+].[C:3]([CH:8]1[CH2:12][CH2:11][CH2:10][C:9]1=[O:13])([O:5][CH2:6][CH3:7])=[O:4].Cl[CH2:15][C:16]1[CH:21]=[CH:20][C:19]([CH:22]([CH3:28])[C:23]([O:25][CH2:26][CH3:27])=[O:24])=[CH:18][CH:17]=1>CN(C)C=O>[CH2:6]([O:5][C:3]([C:8]1([CH2:15][C:16]2[CH:17]=[CH:18][C:19]([CH:22]([CH3:28])[C:23]([O:25][CH2:26][CH3:27])=[O:24])=[CH:20][CH:21]=2)[CH2:12][CH2:11][CH2:10][C:9]1=[O:13])=[O:4])[CH3:7] |f:0.1|. Procedure details: To 200 ml of dimethyl formamide containing 6.0 g of potassium hydroxide was added 15.6 g of 2-carboethoxycyclopentanone with stirring at room temperature to give a homogeneous solution. Under ice-cooling, 25 g of ethyl 2-(p-chloromethylphenyl)propionate was added dropwise thereto, and the mixture was heated at 80° C. with stirring for 2 hours. After completion of the reaction, the reaction mixture was poured into an ice-water, extracted with ether, the extract washed with water, dried over anhyd... The product is N([C@@H](COCC1=CC=CC=C1)C(=O)O)C(=O)OCC1C2=CC=CC=C2C2=CC=CC=C12.O1CNC(C1)=O (FMOC-Ser(O-Bzl) oxazolidin-4-one). Procedure details: A suspension of FMOC-Ser(O-Bzl) (4.16 g), paraformaldahyde (2.0 g), and p-toluenesulfonic acid (0.2 g) in toluene (400 ml) was heated under reflux with azeotropic water removal for 45 min. The solution was cooled, diluted with ethyl acetate (250 ml) and washed three times with 5% aqueous NaHCO3, dried (Na2SO4), and concentrated in vacuo. The residue was purified by silica gel column chromatography eluting with (8:2) hexane:ethyl acetate to give FMOC-Ser(O-Bzl)-oxazolidin-4-one as a crystalline p... The solvent is C(C)(=O)OCC (ethyl acetate), C1(=CC=CC=C1)C (toluene). Starting materials: N([C@@H](COCC1=CC=CC=C1)C(=O)O)C(=O)OCC1C2=CC=CC=C2C2=CC=CC=C12 (FMOC-Ser(O-Bzl)), C1(=CC=C(C=C1)S(=O)(=O)O)C (p-toluenesulfonic acid), O (water). RXN SMILES: [NH:1]([C:15]([O:17][CH2:18][CH:19]1[C:31]2[C:26](=[CH:27][CH:28]=[CH:29][CH:30]=2)[C:25]2[C:20]1=[CH:21][CH:22]=[CH:23][CH:24]=2)=[O:16])[C@H:2]([C:12]([OH:14])=[O:13])[CH2:3][O:4][CH2:5][C:6]1[CH:11]=[CH:10][CH:9]=[CH:8][CH:7]=1.C1(C)C=CC(S(O)(=O)=[O:39])=CC=1.O>C1(C)C=CC=CC=1.C(OCC)(=O)C>[NH:1]([C:15]([O:17][CH2:18][CH:19]1[C:31]2[C:26](=[CH:27][CH:28]=[CH:29][CH:30]=2)[C:25]2[C:20]1=[CH:21][CH:22]=[CH:23][CH:24]=2)=[O:16])[C@H:2]([C:12]([OH:14])=[O:13])[CH2:3][O:4][CH2:5][C:6]1[CH:11]=[CH:10][CH:9]=[CH:8][CH:7]=1.[O:17]1[CH2:18][C:19](=[O:39])[NH:1][CH2:15]1 |f:5.6|. Starting materials: C(=S)NC(C(=O)OCC1=CC=C(C=C1)OC)P(=O)(OCC)OCC (p-methoxybenzyl α-thioformamido-diethylphosphonoacetate), C([O-])([O-])=O.[K+].[K+] (potassium carbonate), C(C)(=O)OCC(CCl)=O (1-acetoxy-3-chloro-2-propanone). Run in CC(=O)C (acetone), CC(=O)C (acetone). Reaction conditions: time 5 minute. Yields the product C(C)(=O)OCC1=C(N=CSC1)C(=O)OCC1=CC=C(C=C1)OC (p-methoxybenzyl 5-acetoxymethyl-6H-1,3-thiazine-4-carboxylate). Isolated yield 105.4%. As a reaction SMILES: [CH:1]([NH:3][CH:4](P(OCC)(OCC)=O)[C:5]([O:7][CH2:8][C:9]1[CH:14]=[CH:13][C:12]([O:15][CH3:16])=[CH:11][CH:10]=1)=[O:6])=[S:2].C(=O)([O-])[O-].[K+].[K+].[C:31]([O:34][CH2:35][C:36](=O)[CH2:37]Cl)(=[O:33])[CH3:32]>CC(C)=O>[C:31]([O:34][CH2:35][C:36]1[CH2:37][S:2][CH:1]=[N:3][C:4]=1[C:5]([O:7][CH2:8][C:9]1[CH:10]=[CH:11][C:12]([O:15][CH3:16])=[CH:13][CH:14]=1)=[O:6])(=[O:33])[CH3:32] |f:1.2.3|. Reported procedure: To a stirring solution of p-methoxybenzyl α-thioformamido-diethylphosphonoacetate (114 mg., 0.3 mmole) in acetone (1.5 ml.) is added powdered potassium carbonate (124 mg., 0.9 mmole). The resulting mixture is stirred for 5 minutes at room temperature and under a nitrogen atmosphere, then treated with a solution of 1-acetoxy-3-chloro-2-propanone (48 mg., 0.32 mmole) in acetone (0.5 ml.). After having been stirred for 3 hours at room temperature, the mixture is filtered to remove the salts which a... Starting materials: [N+](=O)(O)[O-] (HNO3), OS(=O)(=O)O (H2SO4), FC=1C=C(C(=O)O)C=C(C1)F (3,5-difluorobenzoic acid). Run at time 8 hour. Product: FC=1C(=C(C(=O)O)C=C(C1)F)[N+](=O)[O-] (3,5-difluoro-2-nitro-benzoic acid). Isolated yield 80.0%. As a reaction SMILES: [N+:1]([O-:4])(O)=[O:2].OS(O)(=O)=O.[F:10][C:11]1[CH:12]=[C:13]([CH:17]=[C:18]([F:20])[CH:19]=1)[C:14]([OH:16])=[O:15]>>[F:10][C:11]1[C:12]([N+:1]([O-:4])=[O:2])=[C:13]([CH:17]=[C:18]([F:20])[CH:19]=1)[C:14]([OH:16])=[O:15]. Reported procedure: 10.0 mL of conc. HNO3 at 0° C. was treated with 20.0 mL of conc. H2SO4, then 6.4 g (40 mmol) of 3,5-difluorobenzoic acid. The reaction mixture was warmed to room temperature and stirred overnight, then poured into a beaker containing ice. The resulting solid was collected, washed with cold water and dried to produce 8.0 g (80%) of 3,5-difluoro-2-nitro-benzoic acid. LCMS: 204 (M+1)+.